This data is from the Open Reaction Database (ORD), a public repository of structured organic reaction records. The task is: describe an organic reaction: reactants, conditions, products, and yield The reactants are C1CCOC1, O=S(=O)(OCC(F)(F)F)C(Cl)(Cl)Cl, [H-], [Na+], CC(C)(C)OC(=O)N1CCCC2(C1)C(=O)NCC2c1ccccc1. Yields the product CC(C)(C)OC(=O)N1CCCC2(C1)C(=O)N(CC(F)(F)F)CC2c1ccccc1. As a reaction SMILES: [CH2:40]1[O:41][CH2:42][CH2:43][CH2:44]1.[Cl:27][C:28]([Cl:29])([Cl:30])[S:31]([O:32][CH2:33][C:34]([F:35])([F:36])[F:37])(=[O:38])=[O:39].[H-:25].[Na+:26].[O:1]=[C:2]1[NH:3][CH2:4][CH:5]([c:19]2[cH:20][cH:21][cH:22][cH:23][cH:24]2)[C:6]12[CH2:7][N:8]([C:12](=[O:13])[O:14][C:15]([CH3:16])([CH3:17])[CH3:18])[CH2:9][CH2:10][CH2:11]2>>[O:1]=[C:2]1[N:3]([CH2:33][C:34]([F:35])([F:36])[F:37])[CH2:4][CH:5]([c:19]2[cH:20][cH:21][cH:22][cH:23][cH:24]2)[C:6]12[CH2:7][N:8]([C:12](=[O:13])[O:14][C:15]([CH3:16])([CH3:17])[CH3:18])[CH2:9][CH2:10][CH2:11]2.